Dataset: the Open Reaction Database (ORD), a public repository of structured organic reaction records. Task: describe an organic reaction: reactants, conditions, products, and yield The reactants are COC=1C=C(C=CC1C1=CN=C(S1)C)NC(=S)N ([3-methoxy-4-(2-methyl-thiazol-5-yl)-phenyl]-thiourea), BrC1C(C(CCC1)C1=CC=CC=C1)=O (2-bromo-6-phenyl-cyclohexanone). Solvent: C(C)O (ethanol). The product is COC=1C=C(C=CC1C1=CN=C(S1)C)NC=1SC2=C(N1)C(CCC2)C2=CC=CC=C2 ([3-Methoxy-4-(2-methyl-thiazol-5-yl)-phenyl]-(4-phenyl-4,5,6,7-tetrahydro-benzothiazol-2-yl)-amine). Yield: 94.6%. As a reaction SMILES: [CH3:1][O:2][C:3]1[CH:4]=[C:5]([NH:15][C:16]([NH2:18])=[S:17])[CH:6]=[CH:7][C:8]=1[C:9]1[S:13][C:12]([CH3:14])=[N:11][CH:10]=1.Br[CH:20]1[CH2:25][CH2:24][CH2:23][CH:22]([C:26]2[CH:31]=[CH:30][CH:29]=[CH:28][CH:27]=2)[C:21]1=O>C(O)C>[CH3:1][O:2][C:3]1[CH:4]=[C:5]([NH:15][C:16]2[S:17][C:28]3[CH2:29][CH2:30][CH2:31][CH:26]([C:22]4[CH:23]=[CH:24][CH:25]=[CH:20][CH:21]=4)[C:27]=3[N:18]=2)[CH:6]=[CH:7][C:8]=1[C:9]1[S:13][C:12]([CH3:14])=[N:11][CH:10]=1. Reported procedure: A solution of [3-methoxy-4-(2-methyl-thiazol-5-yl)-phenyl]-thiourea (110 mg, 0.39 mmol) and 2-bromo-6-phenyl-cyclohexanone (105 mg, 0.41 mmol) in ethanol (4 ml) was heated to reflux over night. The precipitated solid was filtered off after cooling to room temperature and dried to yield the title compound (160 mg, 94%) as a yellow solid. MS ISP (m/e): 434.3 (100) [(M+H)+]. 1H NMR (DMSO-D6, 300 MHz): δ (ppm)=10.32 (br s, 1H, NH), 8.10 (s, 1H), 7.61 (s, 1H), 7.56 (d, 1H), 7.29 (t, 2H), 7.15-7.21 (m... Reactants: ClC1=CC=C(C=C1)C1C2=C(C=CC=C2)C2(CCNCC2)S1 (3-(4-chlorophenyl)-1,3-dihydrospiro[benzo(c)thiophene-1,4'-piperidine]), ClCC1CC1 (chloromethylcyclopropane), [I-].[K+] (potassium iodide), C([O-])(O)=O.[Na+] (sodium bicarbonate), C(\C=C/C(=O)O)(=O)O (maleic acid). The solvent is O (water), C(Cl)Cl (methylene chloride), CN(C=O)C (dimethylformamide). Conditions: time 17 hour. Product: C(\C=C/C(=O)O)(=O)O.ClC1=CC=C(C=C1)C1C2=C(C=CC=C2)C2(CCN(CC2)CC2CC2)S1 (3-(4-chlorophenyl)-1'-cyclopropylmethyl-1,3-dihydrospiro[benzo(c)thiophene-1,4'-piperidine] maleate). Reaction SMILES: [Cl:1][C:2]1[CH:7]=[CH:6][C:5]([CH:8]2[S:21][C:15]3([CH2:20][CH2:19][NH:18][CH2:17][CH2:16]3)[C:10]3[CH:11]=[CH:12][CH:13]=[CH:14][C:9]2=3)=[CH:4][CH:3]=1.Cl[CH2:23][CH:24]1[CH2:26][CH2:25]1.[I-].[K+].C(=O)(O)[O-].[Na+].[C:34]([OH:41])(=[O:40])/[CH:35]=[CH:36]\[C:37]([OH:39])=[O:38]>CN(C)C=O.O.C(Cl)Cl>[C:34]([OH:41])(=[O:40])/[CH:35]=[CH:36]\[C:37]([OH:39])=[O:38].[Cl:1][C:2]1[CH:7]=[CH:6][C:5]([CH:8]2[S:21][C:15]3([CH2:16][CH2:17][N:18]([CH2:23][CH:24]4[CH2:26][CH2:25]4)[CH2:19][CH2:20]3)[C:10]3[CH:11]=[CH:12][CH:13]=[CH:14][C:9]2=3)=[CH:4][CH:3]=1 |f:2.3,4.5,10.11|. Reported procedure: A mixture of 2.0 g of 3-(4-chlorophenyl)-1,3-dihydrospiro[benzo(c)thiophene-1,4'-piperidine], Example 15, 0.7 g of chloromethylcyclopropane, 1.4 g of potassium iodide and 1.4 g of sodium bicarbonate in 20 ml of dimethylformamide is heated with stirring at 80°-85° C. for 17 hours. The reaction mixture is permitted to cool to ambient temperature before being diluted with 75 ml of water and 30 ml of methylene chloride. The aqueous phase is extracted twice with methylene chloride and all the methyle... Starting materials: C=CCCCOc1ccc(C(C)(C)C)cc1, B1CCCCCCCC1C1CCCCCCCC1, [Na+], C1CCOC1, [OH-], OO. Product: CC(C)(C)c1ccc(OCCCCCO)cc1. As a reaction SMILES: [C:1]([CH3:2])([CH3:3])([CH3:4])[c:5]1[cH:6][cH:7][c:8]([O:9][CH2:10][CH2:11][CH2:12][CH:13]=[CH2:14])[cH:15][cH:16]1.[CH:17]1([CH:18]2[CH2:19][CH2:20][CH2:21][CH2:22][CH2:23][CH2:24][CH2:25][CH2:26]2)[BH:27][CH2:28][CH2:29][CH2:30][CH2:31][CH2:32][CH2:33][CH2:34]1.[Na+:36].[O:39]1[CH2:40][CH2:41][CH2:42][CH2:43]1.[OH-:35].[OH:37][OH:38]>>[C:1]([CH3:2])([CH3:3])([CH3:4])[c:5]1[cH:6][cH:7][c:8]([O:9][CH2:10][CH2:11][CH2:12][CH2:13][CH2:14][OH:35])[cH:15][cH:16]1.